From a dataset of the Open Reaction Database (ORD), a public repository of structured organic reaction records. describe an organic reaction: reactants, conditions, products, and yield Reactants: Cl.N1=C(C=CC=C1)CC(=O)O (Pyridylacetic acid hydrochloride), CO (methanol), Cl (HCl), [H][H] (hydrogen). The reagents and catalysts are [Pt](=O)=O (platinum(IV) oxide). Solvent: C(C)(=O)O (acetic acid). Product: COC(CC1NCCCC1)=O (2-(Methoxy-2-oxoethyl)piperidine). The yield is 75.9%. Reaction SMILES: Cl.[N:2]1[CH:7]=[CH:6][CH:5]=[CH:4][C:3]=1[CH2:8][C:9]([OH:11])=[O:10].[CH3:12]O.Cl.[H][H]>C(O)(=O)C.[Pt](=O)=O>[CH3:12][O:10][C:9](=[O:11])[CH2:8][CH:3]1[CH2:4][CH2:5][CH2:6][CH2:7][NH:2]1 |f:0.1|. Reported procedure: Pyridylacetic acid hydrochloride (10.00 g, 57.6 mmol) and platinum(IV) oxide (1.00 g, 4.4 mmol) were shaken in a mixture of 75 ml acetic acid, 75 ml methanol, and 10 ml conc. HCl on Parr under 60 psi hydrogen at room temperature overnight. The mixture was then filtered through Celite, and the filtrate evaporated under reduced pressure to yield 8.42 g (75.9%) of the title compound as an off-white solid. MS (NH3 -CI/DDIP): m/e 158 (M+H)+. 1H NMR (300 MHz, CDCl3): δ 1.50-1.96 (m, 6H); 2.80 (m, 2H);... Reactants: ClC1=C(C=CC=C1)C1=C(N=C(O1)I)C(=O)N (5-(2-chlorophenyl)-2-iodo-1,3-oxazole-4-carboxamide), CC=1C(=CC(=NC1)NC(=O)C1CC1)[Sn](C)(C)C (N-[5-methyl-4-(trimethylstannyl)pyridine-2-yl]cyclopropanecarboxamide), [Cl-].[Li+] (lithium chloride). The reagents and catalysts are C=1C=CC(=CC1)[P](C=2C=CC=CC2)(C=3C=CC=CC3)[Pd]([P](C=4C=CC=CC4)(C=5C=CC=CC5)C=6C=CC=CC6)([P](C=7C=CC=CC7)(C=8C=CC=CC8)C=9C=CC=CC9)[P](C=1C=CC=CC1)(C=1C=CC=CC1)C=1C=CC=CC1 (tetrakis(triphenylphosphine)palladium(0)), [Cu]I (copper(I) iodide). Solvent: O1CCOCC1 (1,4-dioxane). Run at temperature 100 celsius, time 5 hour. Product: ClC1=C(C=CC=C1)C1=C(N=C(O1)C1=CC(=NC=C1C)NC(=O)C1CC1)C(=O)N (5-(2-chlorophenyl)-2-{2-[(cyclopropylcarbonyl)amino]-5-methylpyridin-4-yl}-1,3-oxazole-4-carboxamide). Yield: 64.8%. RXN SMILES: [Cl:1][C:2]1[CH:7]=[CH:6][CH:5]=[CH:4][C:3]=1[C:8]1[O:12][C:11](I)=[N:10][C:9]=1[C:14]([NH2:16])=[O:15].[CH3:17][C:18]1[C:19]([Sn](C)(C)C)=[CH:20][C:21]([NH:24][C:25]([CH:27]2[CH2:29][CH2:28]2)=[O:26])=[N:22][CH:23]=1.[Cl-].[Li+]>O1CCOCC1.C1C=CC([P]([Pd]([P](C2C=CC=CC=2)(C2C=CC=CC=2)C2C=CC=CC=2)([P](C2C=CC=CC=2)(C2C=CC=CC=2)C2C=CC=CC=2)[P](C2C=CC=CC=2)(C2C=CC=CC=2)C2C=CC=CC=2)(C2C=CC=CC=2)C2C=CC=CC=2)=CC=1.[Cu]I>[Cl:1][C:2]1[CH:7]=[CH:6][CH:5]=[CH:4][C:3]=1[C:8]1[O:12][C:11]([C:19]2[C:18]([CH3:17])=[CH:23][N:22]=[C:21]([NH:24][C:25]([CH:27]3[CH2:29][CH2:28]3)=[O:26])[CH:20]=2)=[N:10][C:9]=1[C:14]([NH2:16])=[O:15] |f:2.3,^1:45,47,66,85|. Procedure: A mixture of 5-(2-chlorophenyl)-2-iodo-1,3-oxazole-4-carboxamide (0.051 g, 0.14 mmol), N-[5-methyl-4-(trimethylstannyl)pyridine-2-yl]cyclopropanecarboxamide (0.064 g, 0.19 mmol), tetrakis(triphenylphosphine)palladium(0) (0.008 g, 0.007 mmol), copper(I) iodide (0.008 g, 0.043 mmol), and lithium chloride (0.018 g, 0.43 mmol) in 1,4-dioxane (1.5 mL) was degassed with argon three times and then allowed to stir at 100° C. under an atmosphere of argon for 5 h. The reaction mixture was filtered while h... Starting materials: CC(C)(C)c1cc(F)ccc1O, COC(=O)Cl, C1COCCO1. The product is COC(=O)Oc1ccc(F)cc1C(C)(C)C. As a reaction SMILES: [C:1]([CH3:2])([CH3:3])([CH3:4])[c:5]1[c:6]([OH:12])[cH:7][cH:8][c:9]([F:11])[cH:10]1.[Cl:13][C:14](=[O:15])[O:16][CH3:17].[O:18]1[CH2:19][CH2:20][O:21][CH2:22][CH2:23]1>>[C:1]([CH3:2])([CH3:3])([CH3:4])[c:5]1[c:6]([O:12][C:14](=[O:15])[O:16][CH3:17])[cH:7][cH:8][c:9]([F:11])[cH:10]1. The reactants are C(C)(C)(C)OC(=O)N[C@@H](CC1=CC=C(C=C1)OCC1=CC=CC=C1)C(=O)O (N-tert-Butyloxycarbonyl-O-benzyltyrosine), ClC(=O)OCC (ethyl chloroformate), ClCl.CC1=C(C=CC(=C1)C2=CC(=C(C=C2)N)C)N (chlorine tolidine), II (iodine), S(=O)(=O)(O)C1=CC=C(C)C=C1.C(C1=CC=CC=C1)OC(CN)=O (glycine benzyl ester tosylate). Solvent: C(C)N(CC)CC (triethylamine), CO (methanol), O1CCCC1 (tetrahydrofuran), C(C)N(CC)CC (triethylamine), O1CCCC1 (tetrahydrofuran). Run at time 16 hour. The product is C(C1=CC=CC=C1)OC(CNC([C@@H](NC(=O)OC(C)(C)C)CC1=CC=C(C=C1)OCC1=CC=CC=C1)=O)=O (N-tert-Butyloxycarbonyl-O-benzyltyrosylglycine Benzyl Ester). The yield is 93.0%. As a reaction SMILES: [C:1]([O:5][C:6]([NH:8][C@H:9]([C:25](O)=[O:26])[CH2:10][C:11]1[CH:16]=[CH:15][C:14]([O:17][CH2:18][C:19]2[CH:24]=[CH:23][CH:22]=[CH:21][CH:20]=2)=[CH:13][CH:12]=1)=[O:7])([CH3:4])([CH3:3])[CH3:2].ClC(OCC)=O.S(C1C=CC(C)=CC=1)(O)(=O)=O.[CH2:45]([O:52][C:53](=[O:56])[CH2:54][NH2:55])[C:46]1[CH:51]=[CH:50][CH:49]=[CH:48][CH:47]=1.ClCl.CC1C=C(C2C=CC(N)=C(C)C=2)C=CC=1N.II>O1CCCC1.CO.C(N(CC)CC)C>[CH2:45]([O:52][C:53](=[O:56])[CH2:54][NH:55][C:25](=[O:26])[C@H:9]([CH2:10][C:11]1[CH:12]=[CH:13][C:14]([O:17][CH2:18][C:19]2[CH:24]=[CH:23][CH:22]=[CH:21][CH:20]=2)=[CH:15][CH:16]=1)[NH:8][C:6]([O:5][C:1]([CH3:4])([CH3:2])[CH3:3])=[O:7])[C:46]1[CH:51]=[CH:50][CH:49]=[CH:48][CH:47]=1 |f:2.3,4.5|. Reported procedure: N-tert-Butyloxycarbonyl-O-benzyltyrosine (LV) (27.6 g) and dry tetrahydrofuran (100 ml) at 0° C. were treated successively with triethylamine (10.3 ml), ethyl chloroformate (7.1 ml) and, after an hr, glycine benzyl ester tosylate (XXXVI) (25 g) and triethylamine (10.3 ml) in dry tetrahydrofuran (100 ml). After being stirred at room temperature during 16 hr, the reaction mixture was evaporated to dryness. The residue was dissolved in ethyl acetate (400 ml) and the solution was washed with 5% citr... Reactants: Brc1cccnc1, CC(C)(C)OC(=O)N1CC2C=C([Sn](C)(C)C)CC2C1, CN1CCCC1=O, O=C(C=Cc1ccccc1)C=Cc1ccccc1, O=C(C=Cc1ccccc1)C=Cc1ccccc1, O=C(C=Cc1ccccc1)C=Cc1ccccc1, [Pd], [Pd], c1ccc([As](c2ccccc2)c2ccccc2)cc1. Product: CC(C)(C)OC(=O)N1CC2C=C(c3cccnc3)CC2C1. RXN SMILES: [Br:1][c:2]1[cH:3][n:4][cH:5][cH:6][cH:7]1.[CH3:27][Sn:28]([C:29]1=[CH:43][CH:32]2[CH:31]([CH2:30]1)[CH2:35][N:34]([C:36](=[O:37])[O:38][C:39]([CH3:40])([CH3:41])[CH3:42])[CH2:33]2)([CH3:44])[CH3:45].[CH3:46][N:47]1[CH2:48][CH2:49][CH2:50][C:51]1=[O:52].[O:55]=[C:56]([CH:57]=[CH:58][c:59]1[cH:60][cH:61][cH:62][cH:63][cH:64]1)[CH:65]=[CH:66][c:67]1[cH:68][cH:69][cH:70][cH:71][cH:72]1.[O:73]=[C:74]([CH:75]=[CH:76][c:77]1[cH:78][cH:79][cH:80][cH:81][cH:82]1)[CH:83]=[CH:84][c:85]1[cH:86][cH:87][cH:88][cH:89][cH:90]1.[O:91]=[C:92]([CH:93]=[CH:94][c:95]1[cH:96][cH:97][cH:98][cH:99][cH:100]1)[CH:101]=[CH:102][c:103]1[cH:104][cH:105][cH:106][cH:107][cH:108]1.[Pd:53].[Pd:54].[cH:8]1[cH:9][cH:10][c:11]([As:12]([c:13]2[cH:14][cH:15][cH:16][cH:17][cH:18]2)[c:19]2[cH:20][cH:21][cH:22][cH:23][cH:24]2)[cH:25][cH:26]1>>[c:2]1([C:29]2=[CH:43][CH:32]3[CH:31]([CH2:30]2)[CH2:35][N:34]([C:36](=[O:37])[O:38][C:39]([CH3:40])([CH3:41])[CH3:42])[CH2:33]3)[cH:3][n:4][cH:5][cH:6][cH:7]1. Starting materials: C[SiH]1O[SiH](O[SiH](O[SiH](O1)C)C)C (2,4,6,8-tetramethylcyclotetrasiloxane), C(C1CO1)OCC=C (Allyl glycidyl ether), C(C1CO1)OCC=C (allyl glycidyl ether), C[SiH]1O[SiH](O[SiH](O[SiH](O1)C)C)C (2,4,6,8-tetramethylcyclotetrasiloxane), C[SiH]1O[SiH](O[SiH](O[SiH](O1)C)C)C (2,4,6,8-tetramethylcyclotetrasiloxane). Reagents/catalysts: [H+].[H+].Cl[Pt-2](Cl)(Cl)(Cl)(Cl)Cl (hexachloroplatinic acid). Solvent: COCCOCCOC (diethylene glycol dimethyl ether). Run at temperature 100 celsius. The product is O1C(COCCC[Si]2(O[Si](O[Si](O[Si](O2)(C)CCCOCC2CO2)(C)CCCOCC2CO2)(C)CCCOCC2CO2)C)C1 (2,4,6,8-Tetrakis(6,7-epoxy-4-oxaheptyl)-2,4,6,8-tetramethylcyclotetrasiloxane). As a reaction SMILES: [CH2:1]([O:5][CH2:6][CH:7]=[CH2:8])[CH:2]1[O:4][CH2:3]1.[CH3:9][SiH:10]1[O:17][SiH:16]([CH3:18])[O:15][SiH:14]([CH3:19])[O:13][SiH:12]([CH3:20])[O:11]1>COCCOCCOC.[H+].[H+].Cl[Pt-2](Cl)(Cl)(Cl)(Cl)Cl>[O:4]1[CH2:3][CH:2]1[CH2:1][O:5][CH2:6][CH2:7][CH2:8][Si:16]1([CH3:18])[O:17][Si:10]([CH2:8][CH2:7][CH2:6][O:5][CH2:1][CH:2]2[O:4][CH2:3]2)([CH3:9])[O:11][Si:12]([CH2:8][CH2:7][CH2:6][O:5][CH2:1][CH:2]2[O:4][CH2:3]2)([CH3:20])[O:13][Si:14]([CH2:8][CH2:7][CH2:6][O:5][CH2:1][CH:2]2[O:4][CH2:3]2)([CH3:19])[O:15]1 |f:3.4.5|. Reported procedure: Allyl glycidyl ether (57.1 g, 0.5 moles) was added to a 250 mL 3-neck flask, equipped with a stirrer, dropping funnel, internal thermometer and condenser, and heated to 100° C. After the addition of 1 mL of a 1 weight percent solution of hexachloroplatinic acid in diethylene glycol dimethyl ether, 24.0 g (0.1 moles) of 2,4,6,8-tetramethylcyclotetrasiloxane were added very rapidly with vigorous stirring, the internal temperature rising to 195° C. After the addition of 2,4,6,8-tetramethylcyclotetr... The reactants are Cc1c(Br)ccc(N)c1C1=NOCC1, CSSC, Cl, [Cu], CCCCON=O, O. The product is CSc1ccc(Br)c(C)c1C1=NOCC1. Reaction SMILES: [Br:1][c:2]1[c:3]([CH3:14])[c:4]([C:9]2=[N:10][O:11][CH2:12][CH2:13]2)[c:5]([NH2:6])[cH:7][cH:8]1.[CH3:15][S:16][S:17][CH3:18].[ClH:26].[Cu:27].[N:19]([O:20][CH2:21][CH2:22][CH2:23][CH3:24])=[O:25].[OH2:28]>>[Br:1][c:2]1[c:3]([CH3:14])[c:4]([C:9]2=[N:10][O:11][CH2:12][CH2:13]2)[c:5]([S:16][CH3:15])[cH:7][cH:8]1. Starting materials: C(=O)[O-].[NH4+] (Ammonium formate), C(C1=CC=CC=C1)OC1=CC(=C2C(NC=NC2=C1)=O)OC(C)C (7-(benzyloxy)-5-isopropoxyquinazolin-4(3H)-one). Reagents/catalysts: [Pd] (palladium on carbon). Solvent: CN(C=O)C (dimethylformamide). Conditions: time 4 hour. The product is OC1=CC(=C2C(NC=NC2=C1)=O)OC(C)C (7-hydroxy-5-isopropoxyquinazolin-4(3H)-one). The yield is 99.9%. Reaction SMILES: C([O-])=O.[NH4+].C([O:12][C:13]1[CH:22]=[C:21]2[C:16]([C:17](=[O:23])[NH:18][CH:19]=[N:20]2)=[C:15]([O:24][CH:25]([CH3:27])[CH3:26])[CH:14]=1)C1C=CC=CC=1>[Pd].CN(C)C=O>[OH:12][C:13]1[CH:22]=[C:21]2[C:16]([C:17](=[O:23])[NH:18][CH:19]=[N:20]2)=[C:15]([O:24][CH:25]([CH3:27])[CH3:26])[CH:14]=1 |f:0.1|. Procedure details: Ammonium formate (9.5 g, 150 mmol) and 10% palladium on carbon (500 mg) were added to a solution of 7-(benzyloxy)-5-isopropoxyquinazolin-4(3H)-one (4.6 g, 15.0 mmol) in dimethylformamide (40 ml) and the mixture stirred at ambient temperature for 4 hours. The mixture was filtered through Celite and then evaporated under reduced pressure. The residue was stirred in water (100 ml) for 30 minutes and then filtered and washed with water (25 ml) and then dried to leave 7-hydroxy-5-isopropoxyquinazolin... Reactants: BrC=1C=CC(=C(C#N)C1)C(=O)N1CCN(CC1)C1=NC=C(C=C1C)C (5-bromo-2-[4-(3,5-dimethylpyridin-2-yl)piperazine-1-carbonyl]benzonitrile), CC1CCC(N1)=O (5-methylpyrrolidin-2-one). Product: CC=1C(=NC=C(C1)C)N1CCN(CC1)C(=O)C1=C(C#N)C=C(C=C1)N1C(CCC1=O)C (2-[4-(3,5-dimethylpyridin-2-yl)piperazine-1-carbonyl]-5-(2-methyl-5-oxopyrrolidin-1-yl)benzonitrile). Isolated yield 92.3%. Reaction SMILES: Br[C:2]1[CH:3]=[CH:4][C:5]([C:10]([N:12]2[CH2:17][CH2:16][N:15]([C:18]3[C:23]([CH3:24])=[CH:22][C:21]([CH3:25])=[CH:20][N:19]=3)[CH2:14][CH2:13]2)=[O:11])=[C:6]([CH:9]=1)[C:7]#[N:8].[CH3:26][CH:27]1[NH:31][C:30](=[O:32])[CH2:29][CH2:28]1>>[CH3:24][C:23]1[C:18]([N:15]2[CH2:16][CH2:17][N:12]([C:10]([C:5]3[CH:4]=[CH:3][C:2]([N:31]4[C:30](=[O:32])[CH2:29][CH2:28][CH:27]4[CH3:26])=[CH:9][C:6]=3[C:7]#[N:8])=[O:11])[CH2:13][CH2:14]2)=[N:19][CH:20]=[C:21]([CH3:25])[CH:22]=1. Procedure details: Using 5-bromo-2-[4-(3,5-dimethylpyridin-2-yl)piperazine-1-carbonyl]benzonitrile (1 g) described in Preparation Example 187 and 5-methylpyrrolidin-2-one (372 mg) and by the reaction and treatment in the same manner as in Example 262, the title compound (965 mg) was obtained.